From a dataset of the Open Reaction Database (ORD), a public repository of structured organic reaction records. describe an organic reaction: reactants, conditions, products, and yield Reactants: [Li+], C1COCCO1, [OH-], O, COC(=O)CC1Nc2ccc(C(=O)NCc3ncc[nH]3)cc2CN(CCc2ccccc2)C1=O. Product: O=C(O)CC1Nc2ccc(C(=O)NCc3ncc[nH]3)cc2CN(CCc2ccccc2)C1=O. As a reaction SMILES: [Li+:2].[O:37]1[CH2:38][CH2:39][O:40][CH2:41][CH2:42]1.[OH-:1].[OH2:43].[nH:3]1[c:4]([CH2:8][NH:9][C:10](=[O:11])[c:12]2[cH:13][cH:14][c:15]3[c:16]([cH:36]2)[CH2:17][N:18]([CH2:28][CH2:29][c:30]2[cH:31][cH:32][cH:33][cH:34][cH:35]2)[C:19](=[O:27])[CH:20]([CH2:22][C:23](=[O:24])[O:25][CH3:26])[NH:21]3)[n:5][cH:6][cH:7]1>>[nH:3]1[c:4]([CH2:8][NH:9][C:10](=[O:11])[c:12]2[cH:13][cH:14][c:15]3[c:16]([cH:36]2)[CH2:17][N:18]([CH2:28][CH2:29][c:30]2[cH:31][cH:32][cH:33][cH:34][cH:35]2)[C:19](=[O:27])[CH:20]([CH2:22][C:23](=[O:24])[OH:25])[NH:21]3)[n:5][cH:6][cH:7]1. The reactants are C(C1=CC=CC=C1)Br (benzyl bromide), P(OCC)(OCC)OCC (triethyl phosphite), COC=1C=C(C=O)C=CC1 (3-methoxybenzaldehyde). The product is OC=1C=C(C=CC1)C=CC1=CC=CC=C1 (3-hydroxystilbene). The yield is 29.7%. RXN SMILES: [CH2:1](Br)[C:2]1[CH:7]=[CH:6][CH:5]=[CH:4][CH:3]=1.P(OCC)(OCC)OCC.C[O:20][C:21]1[CH:22]=[C:23]([CH:26]=[CH:27][CH:28]=1)[CH:24]=O>>[OH:20][C:21]1[CH:22]=[C:23]([CH:24]=[CH:1][C:2]2[CH:7]=[CH:6][CH:5]=[CH:4][CH:3]=2)[CH:26]=[CH:27][CH:28]=1. Procedure details: Analogously to Example 1, reaction of 20.0 g (0.12 mol) of benzyl bromide, 38.9 g (0.23 mol) of triethyl phosphite and 15.9 g (0.12 mol) of 3-methoxybenzaldehyde yields 7.0 g of 3-hydroxystilbene, corresponding to formula Reactants: C(C)C1=NC=2C(=NC=CC2C)N1CC1=CC=C(C=C1)NCC1CCNCC1 (4-[4-(2-Ethyl-7-methyl-3H-imidazo[4,5-b]pyridine-3-ylmethyl)phenylamino]methylpiperidine), CN1CCC(CC1)=O (1-methyl-4-piperidone), [OH-].[Na+] (sodium hydroxide), C(C)(=O)O[BH-](OC(C)=O)OC(C)=O.[Na+] (sodium triacetoxyborohydride). The solvent is ClCCCl (1,2-dichloroethane). Run at time 20 minute. Yields the product C(C)C1=NC=2C(=NC=CC2C)N1CC1=CC=C(C=C1)NCC1CCN(CC1)C1CCN(CC1)C (4-[4-(2-Ethyl-7-methyl-3H-imidazo[4,5-b]pyridin-3-ylmethyl)phenylamino]methyl-1-(1-methylpiperidin-4-yl)piperidine). The yield is 53.6%. As a reaction SMILES: [CH2:1]([C:3]1[N:12]([CH2:13][C:14]2[CH:19]=[CH:18][C:17]([NH:20][CH2:21][CH:22]3[CH2:27][CH2:26][NH:25][CH2:24][CH2:23]3)=[CH:16][CH:15]=2)[C:6]2=[N:7][CH:8]=[CH:9][C:10]([CH3:11])=[C:5]2[N:4]=1)[CH3:2].[CH3:28][N:29]1[CH2:34][CH2:33][C:32](=O)[CH2:31][CH2:30]1.C(O[BH-](OC(=O)C)OC(=O)C)(=O)C.[Na+].[OH-].[Na+]>ClCCCl>[CH2:1]([C:3]1[N:12]([CH2:13][C:14]2[CH:19]=[CH:18][C:17]([NH:20][CH2:21][CH:22]3[CH2:23][CH2:24][N:25]([CH:32]4[CH2:33][CH2:34][N:29]([CH3:28])[CH2:30][CH2:31]4)[CH2:26][CH2:27]3)=[CH:16][CH:15]=2)[C:6]2=[N:7][CH:8]=[CH:9][C:10]([CH3:11])=[C:5]2[N:4]=1)[CH3:2] |f:2.3,4.5|. Reported procedure: A solution of Compound 165 (0.250 g, 0.69 mmol) in 1,2-dichloroethane (3.5 mL) was added with 1-methyl-4-piperidone (0.128 mL, 1.04 mmol) followed by stirring for 20 minutes. The mixture was added with sodium triacetoxyborohydride (0.439 g, 2.07 mmol) followed by stirring at room temperature for 4 hours. The reaction mixture was added with a 2 mol/L aqueous sodium hydroxide solution, and extracted with dichloromethane three times. The organic layer was dried over anhydrous magnesium sulfate and ... Product: CNc1nc(Nc2ccc3c(c2)CCNCC3)ncc1[N+](=O)[O-]. Reactants: CNc1nc(Nc2ccc3c(c2)CCN(C(=O)C(F)(F)F)CC3)ncc1[N+](=O)[O-], [Na+], C1CCOC1, [OH-], O. RXN SMILES: [F:1][C:2]([F:3])([F:4])[C:28]([N:5]1[CH2:6][CH2:7][c:8]2[c:9]([cH:12][cH:13][c:14]([NH:16][c:17]3[n:18][cH:19][c:20]([N+:25](=[O:26])[O-:27])[c:21]([NH:23][CH3:24])[n:22]3)[cH:15]2)[CH2:10][CH2:11]1)=[O:29].[Na+:36].[O:30]1[CH2:31][CH2:32][CH2:33][CH2:34]1.[OH-:35].[OH2:37]>>[NH:5]1[CH2:6][CH2:7][c:8]2[c:9]([cH:12][cH:13][c:14]([NH:16][c:17]3[n:18][cH:19][c:20]([N+:25](=[O:26])[O-:27])[c:21]([NH:23][CH3:24])[n:22]3)[cH:15]2)[CH2:10][CH2:11]1. The reactants are O=C(n1ccnc1)n1ccnc1, NCc1ccccc1, Cc1c(C)c2c(c(C)c1O)CCC(C)(C(=O)O)O2. Yields the product Cc1c(C)c2c(c(C)c1O)CCC(C)(C(=O)NCc1ccccc1)O2. Reaction SMILES: [C:19]([n:20]1[cH:21][cH:22][n:23][cH:24]1)([n:25]1[cH:26][cH:27][n:28][cH:29]1)=[O:30].[NH2:31][CH2:32][c:33]1[cH:34][cH:35][cH:36][cH:37][cH:38]1.[OH:1][c:2]1[c:3]([CH3:18])[c:4]2[c:9]([c:10]([CH3:13])[c:11]1[CH3:12])[O:8][C:7]([C:14](=[O:15])[OH:16])([CH3:17])[CH2:6][CH2:5]2>>[OH:1][c:2]1[c:3]([CH3:18])[c:4]2[c:9]([c:10]([CH3:13])[c:11]1[CH3:12])[O:8][C:7]([C:14](=[O:16])[NH:31][CH2:32][c:33]1[cH:34][cH:35][cH:36][cH:37][cH:38]1)([CH3:17])[CH2:6][CH2:5]2. Starting materials: [Se](=O)=O (Selenium dioxide), dioxide, O (water), C(CCCCCCC)OC1=CC=C(C=C1)C(C)=O (p-octyloxyacetophenone), N/C(=C(/C#N)\N)/C#N (diaminomaleonitrile). Run in O1CCOCC1 (dioxane), C(C)(=O)O (acetic acid). Conditions: time 2 hour. Product: C(CCCCCCC)OC1=CC=C(C=C1)C=1N=C(C(=NC1)C#N)C#N (5-(p-octyloxyphenyl)pyrazine-2,3-dicarbonitrile). Yield: 81.3%. As a reaction SMILES: [Se](=O)=O.O.[CH2:5]([O:13][C:14]1[CH:19]=[CH:18][C:17]([C:20](=O)[CH3:21])=[CH:16][CH:15]=1)[CH2:6][CH2:7][CH2:8][CH2:9][CH2:10][CH2:11][CH3:12].[NH2:23]/[C:24](/[C:29]#[N:30])=[C:25](\[NH2:28])/[C:26]#[N:27]>O1CCOCC1.C(O)(=O)C>[CH2:5]([O:13][C:14]1[CH:19]=[CH:18][C:17]([C:20]2[N:23]=[C:24]([C:29]#[N:30])[C:25]([C:26]#[N:27])=[N:28][CH:21]=2)=[CH:16][CH:15]=1)[CH2:6][CH2:7][CH2:8][CH2:9][CH2:10][CH2:11][CH3:12]. Procedure details: Selenium dioxide in an amount of 11.4 g (0.1 mol) was mixed with 100 ml of dioxide and 2 ml of water. The mixture was stirred for 2 hours at 70°-75° C., and a solution of 24.8 g (0.1 mol) of p-octyloxyacetophenone in 60 ml of dioxane was added thereto. After 2 hours of refluxing, the mixture was cooled to precipitate metal selenium, which was then removed by filtration. Into the filtrate were added 10.8 g (0.1 mol) of diaminomaleonitrile and 3.0 ml of acetic acid, and the mixture was refluxed fo...